Dataset: the Open Reaction Database (ORD), a public repository of structured organic reaction records. Task: describe an organic reaction: reactants, conditions, products, and yield Reactants: C(C)OC(=O)C=1C=C2CC(C(NC2=CC1)C1=CC(=CC=C1)NC)(C)C (3,3-dimethyl-2-(3-methylamino-phenyl)-1,2,3,4-tetrahydro-quinoline-6-carboxylic acid ethyl ester), N1=CC=CC=C1 (pyridine), CN(C(=O)Cl)C (dimethylcarbamyl chloride). The solvent is ClCCl (dichloromethane), ClCCl (dichloromethane). Run at temperature 25 celsius, time 12 hour. Yields the product C(C)OC(=O)C=1C=C2CC(C(NC2=CC1)C1=CC(=CC=C1)N(C(=O)N(C)C)C)(C)C (3,3-dimethyl-2-[3-(trimethyl-ureido)-phenyl]-1,2,3,4-tetrahydro-quinoline-6-carboxylic acid ethyl ester). Isolated yield 99.9%. RXN SMILES: [CH2:1]([O:3][C:4]([C:6]1[CH:7]=[C:8]2[C:13](=[CH:14][CH:15]=1)[NH:12][CH:11]([C:16]1[CH:21]=[CH:20][CH:19]=C(NC)[CH:17]=1)[C:10]([CH3:25])([CH3:24])[CH2:9]2)=[O:5])[CH3:2].[N:26]1[CH:31]=CC=C[CH:27]=1.[CH3:32][N:33]([CH3:37])[C:34](Cl)=[O:35]>ClCCl>[CH2:1]([O:3][C:4]([C:6]1[CH:7]=[C:8]2[C:13](=[CH:14][CH:15]=1)[NH:12][CH:11]([C:16]1[CH:21]=[CH:20][CH:19]=[C:32]([N:33]([CH3:37])[C:34]([N:26]([CH3:31])[CH3:27])=[O:35])[CH:17]=1)[C:10]([CH3:24])([CH3:25])[CH2:9]2)=[O:5])[CH3:2]. Procedure: To a solution of 3,3-dimethyl-2-(3-methylamino-phenyl)-1,2,3,4-tetrahydro-quinoline-6-carboxylic acid ethyl ester (338 mg, 1 mmol) in dichloromethane (5 mL) and pyridine (0.5 mL, 6 mmol) was added a solution of dimethylcarbamyl chloride (0.1 mL, 1.1 mmol) in dichloromethane (2 mL) dropwise at 0° C. The reaction mixture was stirred at 25° C. for 12 h. Then the reaction mixture was extracted with dichloromethane (2×50 mL), washed with water, dried over anhydrous sodium sulfate and concentrated in ... The reactants are CCO, COC(=O)C(C)(C)c1cc(Cl)cc(Cl)c1, O. The product is CC(C)(C(=O)O)c1cc(Cl)cc(Cl)c1. As a reaction SMILES: [CH3:17][CH2:18][OH:19].[CH3:1][O:2][C:3]([C:4]([CH3:5])([CH3:6])[c:7]1[cH:8][c:9]([Cl:14])[cH:10][c:11]([Cl:13])[cH:12]1)=[O:15].[OH2:16]>>[O:2]=[C:3]([C:4]([CH3:5])([CH3:6])[c:7]1[cH:8][c:9]([Cl:14])[cH:10][c:11]([Cl:13])[cH:12]1)[OH:15]. Starting materials: C(C(=C)C)(=O)OC.C1(\C=C/C(=O)O1)=O.C=CC1=CC=CC=C1 (methyl methacrylate maleic anhydride styrene), C=CC1=CC=CC=C1 (styrene), C(C(=C)C)(=O)OC (methyl methacrylate), C1(\C=C/C(=O)O1)=O (maleic anhydride). Product: C(C(=C)C)(=O)OC.C(\C=C/C(=O)O)(=O)O.C=CC1=CC=CC=C1 (Methyl methacrylate maleic acid styrene). Reaction SMILES: [C:1]([O:6][CH3:7])(=[O:5])[C:2]([CH3:4])=[CH2:3].[C:8]1(=[O:14])[O:13][C:11](=[O:12])[CH:10]=[CH:9]1.[CH2:15]=[CH:16][C:17]1[CH:22]=[CH:21][CH:20]=[CH:19][CH:18]=1.C(OC)(=[O:27])C(C)=C.C1(=O)OC(=O)C=C1.C=CC1C=CC=CC=1>>[C:1]([O:6][CH3:7])(=[O:5])[C:2]([CH3:4])=[CH2:3].[C:8]([OH:13])(=[O:14])/[CH:9]=[CH:10]\[C:11]([OH:27])=[O:12].[CH2:15]=[CH:16][C:17]1[CH:22]=[CH:21][CH:20]=[CH:19][CH:18]=1 |f:0.1.2,6.7.8|. Procedure details: The resulting methyl methacrylate/maleic anhydride/styrene copolymer (b-3) had a methyl methacrylate content of 74% by mass, a maleic anhydride content of 10% by mass and a styrene content of 16% by mass, a weight average molecular weight of 121000, and a melt flow rate (ASTM-D1238; 230° C., 3.8 kg load) of 1.6 g/10 minutes. In addition, it had a photoelastic coefficient (undrawn) at 23° C. of −2.9×10−12 Pa−1 and a negative inherent birefringence. The reactants are CCOC(=O)c1ccccc1Oc1cc2nc(-c3ccccn3)[nH]c2cc1Oc1ccc(S(C)(=O)=O)cc1, Cl, NC(=O)C1CCCN1. Product: CS(=O)(=O)c1ccc(Oc2cc3nc(-c4ccccn4)[nH]c3cc2N2CCCC2C(N)=O)cc1. As a reaction SMILES: [CH2:1]([O:2][C:3]([c:4]1[cH:5][cH:6][cH:7][cH:8][c:35]1[O:36][c:9]1[cH:10][c:11]2[c:12]([nH:13][c:14](-[c:16]3[n:17][cH:18][cH:19][cH:20][cH:21]3)[n:15]2)[cH:22][c:23]1[O:24][c:25]1[cH:26][cH:27][c:28]([S:31](=[O:32])(=[O:33])[CH3:34])[cH:29][cH:30]1)=[O:37])[CH3:38].[ClH:39].[NH:40]1[CH:41]([C:42](=[O:43])[NH2:44])[CH2:45][CH2:46][CH2:47]1>>[c:9]1([N:40]2[CH:41]([C:42](=[O:43])[NH2:44])[CH2:45][CH2:46][CH2:47]2)[cH:10][c:11]2[c:12]([n:13][c:14](-[c:16]3[n:17][cH:18][cH:19][cH:20][cH:21]3)[nH:15]2)[cH:22][c:23]1[O:24][c:25]1[cH:26][cH:27][c:28]([S:31](=[O:32])(=[O:33])[CH3:34])[cH:29][cH:30]1.